From a dataset of the Open Reaction Database (ORD), a public repository of structured organic reaction records. describe an organic reaction: reactants, conditions, products, and yield Reactants: [Cu] (copper), C(C)(=O)[O-].[Cu+2].C(C)(=O)[O-] (copper acetate), zeolite, zeolite, [Cu] (copper). Run in O (water). Conditions: temperature 60 celsius, time 1 hour. Yields the product Cu, O.C(C)(=O)[O-].[Cu+2].C(C)(=O)[O-] (copper (II) acetate monohydrate). RXN SMILES: [C:1]([O-:4])(=[O:3])[CH3:2].[Cu+2:5].[C:6]([O-:9])(=[O:8])[CH3:7].[Cu]>O>[OH2:3].[C:6]([O-:9])(=[O:8])[CH3:7].[Cu+2:5].[C:1]([O-:4])(=[O:3])[CH3:2] |f:0.1.2,5.6.7.8|. Procedure details: A Cu containing catalyst was prepared by ion-exchange with copper acetate. A 0.3 M copper (II) acetate monohydrate solution was prepared by dissolving 96 g of the copper salt in 1.6 L of deionized water at 60° C. 300 g of the calcined zeolite of example 1 was then added to this solution. An ion-exchange reaction between the H-form of the calcined zeolite described in example 1 and the copper ions was carried out by agitating the slurry at 60° C. for 1 hour. The pH was between 4.5 and 4.8 during ... Reactants: C1N(CC2C1CNC2)C2=NC1=CC=CC=C1N=C2 (2-(hexahydro-pyrrolo[3,4-c]pyrrol-2-yl)-quinoxaline), COC1=C(C(=O)O)C=CC(=C1)OC (2,4-dimethoxybenzoic acid). Yields the product COC1=C(C=CC(=C1)OC)C(=O)N1CC2CN(CC2C1)C1=NC2=CC=CC=C2N=C1 ((2,4-Dimethoxy-phenyl)-(5-quinoxalin-2-yl-hexahydro-pyrrolo[3,4-c]pyrrol-2-yl)-methanone). Reaction SMILES: [CH2:1]1[CH:5]2[CH2:6][NH:7][CH2:8][CH:4]2[CH2:3][N:2]1[C:9]1[CH:18]=[N:17][C:16]2[C:11](=[CH:12][CH:13]=[CH:14][CH:15]=2)[N:10]=1.[CH3:19][O:20][C:21]1[CH:29]=[C:28]([O:30][CH3:31])[CH:27]=[CH:26][C:22]=1[C:23](O)=[O:24]>>[CH3:19][O:20][C:21]1[CH:29]=[C:28]([O:30][CH3:31])[CH:27]=[CH:26][C:22]=1[C:23]([N:7]1[CH2:8][CH:4]2[CH:5]([CH2:1][N:2]([C:9]3[CH:18]=[N:17][C:16]4[C:11](=[CH:12][CH:13]=[CH:14][CH:15]=4)[N:10]=3)[CH2:3]2)[CH2:6]1)=[O:24]. Procedure details: The title compound was prepared in a manner analogous to Example 15 utilizing Intermediate 35 and 2,4-dimethoxybenzoic acid. MS (ESI): mass calculated for C23H24N4O3, 404.47; m/z found 405.3 [M+H]+. Reactants: C(C)OC1=C(O[C@H]2CN(CCC2)C2=NC=C(C(=O)O)C=C2F)C=CC=C1 ((R)-6-(3-(2-ethoxyphenoxy)piperidin-1-yl)-5-fluoronicotinic acid), NCC1=CC(=NC=C1)C(=O)OC (methyl 4-(aminomethyl)picolinate), CCN=C=NCCCN(C)C.Cl (EDCl), Ester, [Li+].[OH-] (LiOH). The product is C(C)OC1=C(O[C@H]2CN(CCC2)C2=NC=C(C(=O)NCC3=CC(=NC=C3)C(=O)O)C=C2F)C=CC=C1 ((R)-4-((6-(3-(2-ethoxyphenoxy)piperidin-1-yl)-5-fluoronicotinamido)methyl)picolinic acid). RXN SMILES: [CH2:1]([O:3][C:4]1[CH:26]=[CH:25][CH:24]=[CH:23][C:5]=1[O:6][C@@H:7]1[CH2:12][CH2:11][CH2:10][N:9]([C:13]2[C:21]([F:22])=[CH:20][C:16]([C:17](O)=[O:18])=[CH:15][N:14]=2)[CH2:8]1)[CH3:2].[NH2:27][CH2:28][C:29]1[CH:34]=[CH:33][N:32]=[C:31]([C:35]([O:37]C)=[O:36])[CH:30]=1.CCN=C=NCCCN(C)C.Cl.[Li+].[OH-]>>[CH2:1]([O:3][C:4]1[CH:26]=[CH:25][CH:24]=[CH:23][C:5]=1[O:6][C@@H:7]1[CH2:12][CH2:11][CH2:10][N:9]([C:13]2[C:21]([F:22])=[CH:20][C:16]([C:17]([NH:27][CH2:28][C:29]3[CH:34]=[CH:33][N:32]=[C:31]([C:35]([OH:37])=[O:36])[CH:30]=3)=[O:18])=[CH:15][N:14]=2)[CH2:8]1)[CH3:2] |f:2.3,4.5|. Procedure: (R)-4-((6-(3-(2-ethoxyphenoxy)piperidin-1-yl)-5-fluoronicotinamido)methyl)picolinic acid was prepared from (R)-6-(3-(2-ethoxyphenoxy)piperidin-1-yl)-5-fluoronicotinic acid and methyl 4-(aminomethyl)picolinate using Amidation Method 2 (EDCl) and Ester Hydrolysis Method 1 (LiOH). 1H NMR (500 MHz, CDCl3) δ 8.57 (d, 1H), 8.42 (s, 1H), 8.16 (s, 1H), 7.67 (dd, 1H), 7.57 (d, 1H), 7.03 (dd, 1H), 6.95 (m, 1H), 6.88 (m, 2H), 6.78 (br s, 1H), 4.74 (d, 2H), 4.34 (m, 1H), 4.29 (m, 1H), 4.03 (m, 2H), 3.93 (m,... Reactants: ClC=1C2=C(N=CN1)N(C=C2)[C@@H]2O[C@@H]([C@H]([C@]2(O)C#C)O)CO ((2R,3R,4R,5R)-2-(4-Chloro-pyrrolo[2,3-d]pyrimidin-7-yl)-3-ethynyl-5-hydroxymethyl-tetrahydrofuran-3,4-diol), N.O (NH3.H2O). Reaction conditions: temperature 100 celsius. Yields the product NC=1C2=C(N=CN1)N(C=C2)[C@@H]2O[C@@H]([C@H]([C@]2(O)C#C)O)CO ((2R,3R,4R,5R)-2-(4-Amino-pyrrolo[2,3-d]pyrimidin-7-yl)-3-ethynyl-5-hydroxymethyl-tetrahydrofuran-3,4-diol). Reaction SMILES: Cl[C:2]1[C:3]2[CH:10]=[CH:9][N:8]([C@H:11]3[C@:15]([C:17]#[CH:18])([OH:16])[C@H:14]([OH:19])[C@@H:13]([CH2:20][OH:21])[O:12]3)[C:4]=2[N:5]=[CH:6][N:7]=1.[NH3:22].O>>[NH2:22][C:2]1[C:3]2[CH:10]=[CH:9][N:8]([C@H:11]3[C@:15]([C:17]#[CH:18])([OH:16])[C@H:14]([OH:19])[C@@H:13]([CH2:20][OH:21])[O:12]3)[C:4]=2[N:5]=[CH:6][N:7]=1 |f:1.2|. Procedure: A mixture of (2R,3R,4R,5R)-2-(4-Chloro-pyrrolo[2,3-d]pyrimidin-7-yl)-3-ethynyl-5-hydroxymethyl-tetrahydrofuran-3,4-diol (198.0 mg, 0.64 mmol,) and NH3.H2O (30 mL) in a glass pressure tube is heated at 100° C. for 5 h. The reaction mixture is concentrated to dry and purified by flash chromatography (CH2Cl2:MeOH=80:20) to yield (2R,3R,4R,5R)-2-(4-Amino-pyrrolo[2,3-d]pyrimidin-7-yl)-3-ethynyl-5-hydroxymethyl-tetrahydrofuran-3,4-diol as pale yellow solid. 1H NMR (300 MHz, MeOD): δ 8.07 (1H, s), 7.48... Starting materials: C1(=CC=CC=C1)C(CCC#N)C1=CC=CC=C1 (4,4-diphenylbutyronitrile), C([O-])([O-])=O.[K+].[K+] (potassium carbonate), [H-].[Al+3].[Li+].[H-].[H-].[H-] (lithium aluminum hydride). Solvent: O1CCOCC1 (dioxane), O (water), CCOCC (ether). The product is C1(=CC=CC=C1)C(CCCN)C1=CC=CC=C1 (4,4-Diphenylbutylamine). Reaction SMILES: [H-].[Al+3].[Li+].[H-].[H-].[H-].[C:7]1([CH:13]([C:18]2[CH:23]=[CH:22][CH:21]=[CH:20][CH:19]=2)[CH2:14][CH2:15][C:16]#[N:17])[CH:12]=[CH:11][CH:10]=[CH:9][CH:8]=1.C(=O)([O-])[O-].[K+].[K+]>CCOCC.O1CCOCC1.O>[C:18]1([CH:13]([C:7]2[CH:8]=[CH:9][CH:10]=[CH:11][CH:12]=2)[CH2:14][CH2:15][CH2:16][NH2:17])[CH:19]=[CH:20][CH:21]=[CH:22][CH:23]=1 |f:0.1.2.3.4.5,7.8.9|. Procedure details: To a suspension of lithium aluminum hydride (23 g) in ether (1 L) is added a solution of 4,4-diphenylbutyronitrile in dioxane (6.25 L), dropwise, at a rate causing gentle reflux. The reaction is maintained at reflux for one hour, and then a solution of potassium carbonate (200 g) in water (300 mL) is added dropwise with stirring. The mixture is filtered with a 1/1 dioxane/ether wash, and evaporation in vacuo of the filtrate followed by distillation affords the title compound (76 g), bp 145°-150°... The reactants are C(C)OC(CC(=O)N(C1=C(C(=O)OCC)C=CC=C1)OCCC)=O (ethyl 2-[(3-ethoxy-3-oxopropanoyl)(propoxy)amino]benzoate), C(C1=CC=CC=C1)ON(C1=C(C(=O)OCC)C=CC=N1)C(CC(=O)OCC)=O (ethyl 2-[(benzyloxy)(3-ethoxy-3-oxopropanoyl)amino]nicotinate). Product: OC1=C(C(N(C2=CC=CC=C12)OCCC)=O)C(=O)OCC (ethyl 4-hydroxy-2-oxo-1-propoxy-1,2-dihydroquinoline-3-carboxylate). RXN SMILES: [CH2:1]([O:3][C:4](=[O:24])[CH2:5][C:6]([N:8]([O:20][CH2:21][CH2:22][CH3:23])[C:9]1[CH:19]=[CH:18][CH:17]=[CH:16][C:10]=1[C:11]([O:13]CC)=O)=[O:7])[CH3:2].C(ON(C(=O)CC(OCC)=O)C1N=CC=CC=1C(OCC)=O)C1C=CC=CC=1>>[OH:13][C:11]1[C:10]2[C:9](=[CH:19][CH:18]=[CH:17][CH:16]=2)[N:8]([O:20][CH2:21][CH2:22][CH3:23])[C:6](=[O:7])[C:5]=1[C:4]([O:3][CH2:1][CH3:2])=[O:24]. Procedure details: The title compound is prepared according to the procedure of Example 157C substituting the product of Example 172C for the product of Example 157B. Starting materials: crude residue, Br[C@H]1C[C@H](N(C1)C(=O)OC(C)(C)C)CO[Si](C1=CC=CC=C1)(C1=CC=CC=C1)C(C)(C)C (cis-4-bromo-1-tert-butoxycarbonyl-(2S)-(tert-butyldiphenylsilyloxy) methylpyrrolidine), [N-]=[N+]=[N-].[Na+] (NaN3), O (Water). The reagents and catalysts are [Pd] (Pd—C). Run in CCO (EtOH), CN(C)C=O (DMF). Reaction conditions: time 3 day. The product is N[C@@H]1C[C@H](N(C1)C(=O)OC(C)(C)C)CO[Si](C1=CC=CC=C1)(C1=CC=CC=C1)C(C)(C)C (trans-4-amino-1tert-butoxycarbonyl-(2S)-(tert-butyldiphenylsilyloxy)methylpyrrolidine). Yield: 94.6%. RXN SMILES: Br[C@@H:2]1[CH2:6][N:5]([C:7]([O:9][C:10]([CH3:13])([CH3:12])[CH3:11])=[O:8])[C@H:4]([CH2:14][O:15][Si:16]([C:29]([CH3:32])([CH3:31])[CH3:30])([C:23]2[CH:28]=[CH:27][CH:26]=[CH:25][CH:24]=2)[C:17]2[CH:22]=[CH:21][CH:20]=[CH:19][CH:18]=2)[CH2:3]1.[N-:33]=[N+]=[N-].[Na+].O>CN(C=O)C.CCO.[Pd]>[NH2:33][C@H:2]1[CH2:6][N:5]([C:7]([O:9][C:10]([CH3:13])([CH3:12])[CH3:11])=[O:8])[C@H:4]([CH2:14][O:15][Si:16]([C:29]([CH3:32])([CH3:31])[CH3:30])([C:23]2[CH:28]=[CH:27][CH:26]=[CH:25][CH:24]=2)[C:17]2[CH:22]=[CH:21][CH:20]=[CH:19][CH:18]=2)[CH2:3]1 |f:1.2|. Procedure: To a stirred solution of cis-4-bromo-1-tert-butoxycarbonyl-(2S)-(tert-butyldiphenylsilyloxy) methylpyrrolidine (480 mg, 0.93 mmol) in DMF (5 ml) was added NaN3 (241 mg, 3.70 mmol) at room temperature. The reaction mixture was stirred at 70 for 3 days. Water was added thereto, and extracted with EtOAc. The extract was washed with water, then dried over Na2SO4, and concentrated in vacuo. The crude product was used to the subsequent reaction without further purification. The solution of the crude r...